describe an organic reaction: reactants, conditions, products, and yield From a dataset of the Open Reaction Database (ORD), a public repository of structured organic reaction records. The reactants are C(C)OC(=O)N1CC2=C(CC1)C(=C(S2)N)C#N (2-amino-3-cyano4,7-dihydro-thieno[2,3-c]pyridine-6(5H)-carboxylic acid ethyl ester), C(C)OC(=O)N1CC2=C(CC1)C(=C(S2)N)C#N (2-amino-3-cyano4,7-dihydro-thieno[2,3-c]pyridine-6(5H)-carboxylic acid ethyl ester), C(C1=CC=CC=C1)(=O)Cl (benzoyl chloride). The product is C(C)OC(=O)N1CC2=C(CC1)C(=C(S2)NC(C2=CC=CC=C2)=O)C#N (N-(6-Ethoxycarbonyl-3-cyano-4,5,6,7-tetrahydro-thieno[2,3-c]pyridin-2-yl)-benzamide). As a reaction SMILES: [CH2:1]([O:3][C:4]([N:6]1[CH2:11][CH2:10][C:9]2[C:12]([C:16]#[N:17])=[C:13]([NH2:15])[S:14][C:8]=2[CH2:7]1)=[O:5])[CH3:2].[C:18](Cl)(=[O:25])[C:19]1[CH:24]=[CH:23][CH:22]=[CH:21][CH:20]=1>>[CH2:1]([O:3][C:4]([N:6]1[CH2:11][CH2:10][C:9]2[C:12]([C:16]#[N:17])=[C:13]([NH:15][C:18](=[O:25])[C:19]3[CH:24]=[CH:23][CH:22]=[CH:21][CH:20]=3)[S:14][C:8]=2[CH2:7]1)=[O:5])[CH3:2]. Procedure details: Prepared according to general procedure A starting from 2-amino-3-cyano-4,7-dihydro-thieno[2,3-c]pyridine-6(5H)-carboxylic acid ethyl ester (compound A1) and benzoyl chloride. The reactants are C(C(C)C)(=O)CC(=O)OCC (ethyl isobutyrylacetate), C(OCC)(OCC)OCC (triethyl orthoformate), C(C)(=O)OC(C)=O (acetic anhydride). Product: C(C(C)C)(=O)C(C(=O)OCC)=COCC (ethyl 2-isobutyryl-3-ethoxyacrylate). As a reaction SMILES: [C:1]([CH2:6][C:7]([O:9][CH2:10][CH3:11])=[O:8])(=[O:5])[CH:2]([CH3:4])[CH3:3].[CH:12](OCC)(OCC)[O:13][CH2:14][CH3:15].C(OC(=O)C)(=O)C>>[C:1]([C:6](=[CH:12][O:13][CH2:14][CH3:15])[C:7]([O:9][CH2:10][CH3:11])=[O:8])(=[O:5])[CH:2]([CH3:4])[CH3:3]. Reported procedure: A mixture of ethyl isobutyrylacetate (60.5 g, 0.38 mol), triethyl orthoformate (126 ml, 0.76 mol) and acetic anhydride (36 ml, 0.38 mol) was heated at reflux for 24 hours, then the volatile components removed in vacuo, finally at 100°/0.5 mm. The residue consisted mainly of ethyl 2-isobutyryl-3-ethoxyacrylate as a mixture of E/Z isomers, and was used without further purification. Starting materials: O (water), C1(CC1)NC(=O)C=1C=2C=C(N(C2C=CC1)COCC)C1=NC(=NC=C1Cl)Cl (N-cyclopropyl-2-(2,5-dichloropyrimidin-4-yl)-1-(ethoxymethyl)-1H-indole-4-carboxamide), Cl.N[C@H]1[C@@H](CCC1)O ((1R,2R)-2-aminocyclopentanol hydrochloride), CCN(C(C)C)C(C)C (DIPEA). Solvent: CS(=O)C (DMSO). Conditions: temperature 80 celsius, time 16 hour. Yields the product ClC=1C(=NC(=NC1)N[C@H]1[C@@H](CCC1)O)C=1N(C=2C=CC=C(C2C1)C(=O)NC1CC1)COCC (2-{5-chloro-2-[(1R,2R)-2-hydroxycyclopentylamino]pyrimidin-4-yl}-N-cyclopropyl-1-(ethoxymethyl)-1H-indole-4-carboxamide). Isolated yield 93.6%. As a reaction SMILES: [CH:1]1([NH:4][C:5]([C:7]2[C:8]3[CH:9]=[C:10]([C:20]4[C:25]([Cl:26])=[CH:24][N:23]=[C:22](Cl)[N:21]=4)[N:11]([CH2:16][O:17][CH2:18][CH3:19])[C:12]=3[CH:13]=[CH:14][CH:15]=2)=[O:6])[CH2:3][CH2:2]1.Cl.[NH2:29][C@@H:30]1[CH2:34][CH2:33][CH2:32][C@H:31]1[OH:35].CCN(C(C)C)C(C)C.O>CS(C)=O>[Cl:26][C:25]1[C:20]([C:10]2[N:11]([CH2:16][O:17][CH2:18][CH3:19])[C:12]3[CH:13]=[CH:14][CH:15]=[C:7]([C:5]([NH:4][CH:1]4[CH2:3][CH2:2]4)=[O:6])[C:8]=3[CH:9]=2)=[N:21][C:22]([NH:29][C@@H:30]2[CH2:34][CH2:33][CH2:32][C@H:31]2[OH:35])=[N:23][CH:24]=1 |f:1.2|. Reported procedure: A mixture of N-cyclopropyl-2-(2,5-dichloropyrimidin-4-yl)-1-(ethoxymethyl)-1H-indole-4-carboxamide (30 g, 75 mmol), (1R,2R)-2-aminocyclopentanol hydrochloride (12.3 g, 90 mmol) and DIPEA (37.5 mL, 225 mmol) in DMSO (150 mL) is stirred at 80° C. for 16 h, then poured into water (1 L), and extracted with EA (2×500 mL). The combined extracts are washed with aqueous saturated sodium chloride (500 mL), dried over Na2SO4 and concentrated in vacuo. The residue is purified by chromatography on silica ge... Reactants: CCCCCCN, O=C(Cl)c1ccccc1I, C1CCOC1. The product is CCCCCCNC(=O)c1ccccc1I. RXN SMILES: [CH2:1]([CH2:2][CH2:3][CH2:4][CH2:5][CH3:6])[NH2:7].[I:8][c:9]1[c:10]([C:11](=[O:12])[Cl:13])[cH:14][cH:15][cH:16][cH:17]1.[O:18]1[CH2:19][CH2:20][CH2:21][CH2:22]1>>[CH2:1]([CH2:2][CH2:3][CH2:4][CH2:5][CH3:6])[NH:7][C:11]([c:10]1[c:9]([I:8])[cH:17][cH:16][cH:15][cH:14]1)=[O:12]. Starting materials: C, CCc1ccc(CCOc2ccc(C=C3SC(=O)NC3=O)cc2)nc1, C1COCCO1, [Pd]. Yields the product CCc1ccc(CCOc2ccc(CC3SC(=O)NC3=O)cc2)nc1. As a reaction SMILES: [C:32].[CH2:1]([CH3:2])[c:3]1[cH:4][cH:5][c:6]([CH2:9][CH2:10][O:11][c:12]2[cH:13][cH:14][c:15]([CH:16]=[C:17]3[C:18](=[O:23])[NH:19][C:20](=[O:22])[S:21]3)[cH:24][cH:25]2)[n:7][cH:8]1.[O:26]1[CH2:27][CH2:28][O:29][CH2:30][CH2:31]1.[Pd:33]>>[CH2:1]([CH3:2])[c:3]1[cH:4][cH:5][c:6]([CH2:9][CH2:10][O:11][c:12]2[cH:13][cH:14][c:15]([CH2:16][CH:17]3[C:18](=[O:23])[NH:19][C:20](=[O:22])[S:21]3)[cH:24][cH:25]2)[n:7][cH:8]1. Yields the product COC(=O)c1cccc(Br)c1OC. As a reaction SMILES: [Br:1][c:2]1[c:3]([O:11][CH3:12])[c:4]([C:5](=[O:6])[OH:7])[cH:8][cH:9][cH:10]1.[CH3:19][OH:20].[Cl:13][C:14]([C:15]([Cl:16])=[O:17])=[O:18].[Cl:21][CH2:22][Cl:23].[cH:24]1[cH:25][cH:26][n:27][cH:28][cH:29]1>>[Br:1][c:2]1[c:3]([O:11][CH3:12])[c:4]([C:5](=[O:6])[O:7][CH3:14])[cH:8][cH:9][cH:10]1. The reactants are COc1c(Br)cccc1C(=O)O, CO, O=C(Cl)C(=O)Cl, ClCCl, c1ccncc1. Starting materials: C(C1=CC=CC=C1)OC1=C(C=C(C(=O)NCCOC)C=C1C(=O)N1C(SCC1)=S)C(=O)N1C(SCC1)=S (4-benzyloxy-N-(2-methoxy-ethyl)-3,5-bis-(2-thioxo-thiazolidine-3-carbonyl)-benzamide), C(C1=CC=CC=C1)OC1=C(C=C(C=C1C(=O)N1C(SCC1)=S)C(=O)N1C(SCC1)=S)C(=O)N1C(SCC1)=S ([2-benzyloxy-3,5-bis-(2-thioxo-thiazolidine-3-carbonyl)-phenyl]-(2-thioxo-thiazolidin-3-yl)-methanone), COCCN (2-methoxyethylamine), C(C1=CC=CC=C1)OC1=C(C=C(C=C1C(=O)N1C(SCC1)=S)C(=O)N1C(SCC1)=S)C(=O)N1C(SCC1)=S ([2-benzyloxy-3,5-bis-(2-thioxo-thiazolidine-3-carbonyl)-phenyl]-(2-thioxo-thiazolidin-3-yl)-methanone). The product is C(C1=CC=CC=C1)OC1=C(C=C(C(=O)NCCOC)C=C1C(=O)N1C(SCC1)=S)C(=O)NCCOC (4-benzyloxy-N1,N3-bis-(2-methoxy-ethyl)-5-(2-thioxo-thiazolidine-3-carbonyl)-isophthalamide). The yield is 73.0%. Reaction SMILES: C(O[C:9]1[C:21]([C:22]([N:24]2[CH2:28][CH2:27]SC2=S)=[O:23])=[CH:20][C:12]([C:13]([NH:15][CH2:16][CH2:17][O:18][CH3:19])=[O:14])=[CH:11][C:10]=1[C:30]([N:32]1[CH2:36][CH2:35][S:34][C:33]1=[S:37])=[O:31])C1C=CC=CC=1.[CH2:38]([O:45]C1C(C(N2CCSC2=S)=O)=CC(C(N2CCSC2=S)=O)=CC=1C(N1CCSC1=S)=O)[C:39]1[CH:44]=[CH:43][CH:42]=[CH:41][CH:40]=1.[CH3:76][O:77]CCN>>[CH2:38]([O:45][C:11]1[C:10]([C:30]([N:32]2[CH2:36][CH2:35][S:34][C:33]2=[S:37])=[O:31])=[CH:9][C:21]([C:22]([NH:24][CH2:28][CH2:27][O:77][CH3:76])=[O:23])=[CH:20][C:12]=1[C:13]([NH:15][CH2:16][CH2:17][O:18][CH3:19])=[O:14])[C:39]1[CH:44]=[CH:43][CH:42]=[CH:41][CH:40]=1. Procedure: This compound was prepared by the same procedure as compound 18A except the molar ratio of compound 17 and 2-methoxyethylamine was 1:2 instead of compound 17 in large excess. Separation and purification were performed as described for compound 18A. Pure material was obtained as thick, bright, yellow oil; yield: 73%.